This data is from the Open Reaction Database (ORD), a public repository of structured organic reaction records. The task is: describe an organic reaction: reactants, conditions, products, and yield The reactants are CI (Methyl iodide), CC1(NC2=CC=CC=C2C=C1)C (2-methylquinaldine), C(=O)([O-])[O-].[K+].[K+] (K2CO3). Run in CC(=O)C (acetone). Yields the product COC=1C=CC=C2C=CC(=NC12)C (8-methoxy-2-methylquinoline). As a reaction SMILES: CI.[CH3:3][C:4]1(C)[CH:13]=[CH:12][C:11]2[C:6](=[CH:7][CH:8]=[CH:9][CH:10]=2)[NH:5]1.[C:15]([O-])([O-])=[O:16].[K+].[K+]>CC(C)=O>[CH3:15][O:16][C:7]1[CH:8]=[CH:9][CH:10]=[C:11]2[C:6]=1[N:5]=[C:4]([CH3:3])[CH:13]=[CH:12]2 |f:2.3.4|. Reported procedure: Methyl iodide (10.8 g, 76.3 mmol) was added to a stirred solution of 2-methylquinaldine (1.0 g, 6.3 mmol) and K2CO3 (5.0 g, 36.2 mmol) in 30 ml acetone at RT for 10 h. The reaction mixture was filtered and filtrate removed under a reduced pressure. The residue was purified by flash column chromatography with Hex/EA (3:1) and recrystallized with Hexane/EA to give 8-methoxy-2-methylquinoline as intermediates. LHMDS (2.2 to 2.5 equiv.) was treated with a stirred solution of intermediate (1 equiv.) ... Product: Cl, N=C(N)Nc1ncc(Br)c2ccc(S(=O)(=O)N3CCCC3C(=O)O)cc12. RXN SMILES: [C:2]([CH3:3])([CH3:4])([CH3:5])[O:6][C:7]([CH:8]1[N:9]([S:13](=[O:14])(=[O:15])[c:16]2[cH:17][cH:18][c:19]3[c:20]([Br:30])[cH:21][n:22][c:23]([NH:26][C:27](=[NH:28])[NH2:29])[c:24]3[cH:25]2)[CH2:10][CH2:11][CH2:12]1)=[O:31].[CH3:33][CH2:34][O:35][C:36]([CH3:37])=[O:38].[ClH:1].[ClH:32]>>[ClH:1].[O:6]=[C:7]([CH:8]1[N:9]([S:13](=[O:14])(=[O:15])[c:16]2[cH:17][cH:18][c:19]3[c:20]([Br:30])[cH:21][n:22][c:23]([NH:26][C:27](=[NH:28])[NH2:29])[c:24]3[cH:25]2)[CH2:10][CH2:11][CH2:12]1)[OH:31]. Reactants: CC(C)(C)OC(=O)C1CCCN1S(=O)(=O)c1ccc2c(Br)cnc(NC(=N)N)c2c1, CCOC(C)=O, Cl, Cl. Reactants: COC1=CC=C2CCCC(C2=C1)C(=O)O (7-methoxy-1,2,3,4-tetrahydronaphthalene-1-carboxylic acid), C(C)(C)C1=CC=C(C=C1)NCC1=NC=C(C=C1)OC ((4-isopropylphenyl)[(5-methoxypyridin-2-yl)methyl]amine). Yields the product C(C)(C)C1=CC=C(C=C1)N(C(=O)C1CCCC2=CC=C(C=C12)OC)CC1=NC=C(C=C1)OC (N-(4-isopropylphenyl)-N-[(5-methoxypyridin-2-yl)methyl]-7-methoxy-1,2,3,4-tetrahydronaphthalene-1-carboxamide). RXN SMILES: [CH3:1][O:2][C:3]1[CH:12]=[C:11]2[C:6]([CH2:7][CH2:8][CH2:9][CH:10]2[C:13]([OH:15])=O)=[CH:5][CH:4]=1.[CH:16]([C:19]1[CH:24]=[CH:23][C:22]([NH:25][CH2:26][C:27]2[CH:32]=[CH:31][C:30]([O:33][CH3:34])=[CH:29][N:28]=2)=[CH:21][CH:20]=1)([CH3:18])[CH3:17]>>[CH:16]([C:19]1[CH:20]=[CH:21][C:22]([N:25]([CH2:26][C:27]2[CH:32]=[CH:31][C:30]([O:33][CH3:34])=[CH:29][N:28]=2)[C:13]([CH:10]2[C:11]3[C:6](=[CH:5][CH:4]=[C:3]([O:2][CH3:1])[CH:12]=3)[CH2:7][CH2:8][CH2:9]2)=[O:15])=[CH:23][CH:24]=1)([CH3:18])[CH3:17]. Procedure: By the reaction and treatment in the same manner as in Example 12 using 7-methoxy-1,2,3,4-tetrahydronaphthalene-1-carboxylic acid (0.31 g) and (4-isopropylphenyl)[(5-methoxypyridin-2-yl)methyl]amine (0.38 g) as starting materials, N-(4-isopropylphenyl)-N-[(5-methoxypyridin-2-yl)methyl]-7-methoxy-1,2,3,4-tetrahydronaphthalene-1-carboxamide was obtained. This is dissolved in ether, and 4 mol/L-hydrochloric acid/dioxane (0.40 mL) was added. The solvent was evaporated, and ether was added to the res... Reactants: O (water), C([O-])([O-])=O.[K+].[K+] (Potassium carbonate), COC1=CC=C(CCl)C=C1 (4-methoxybenzyl chloride), BrC1=NC(=CC=C1O)I (2-bromo-6-iodopyridin-3-ol). Solvent: CN(C=O)C (N,N-dimethylformamide). Reaction conditions: time 6 hour. The product is BrC1=NC(=CC=C1OCC1=CC=C(C=C1)OC)I (2-bromo-6-iodo-3-[(4-methoxybenzyl)oxy]pyridine). Isolated yield 100.0%. RXN SMILES: C(=O)([O-])[O-].[K+].[K+].[CH3:7][O:8][C:9]1[CH:16]=[CH:15][C:12]([CH2:13]Cl)=[CH:11][CH:10]=1.[Br:17][C:18]1[C:23]([OH:24])=[CH:22][CH:21]=[C:20]([I:25])[N:19]=1.O>CN(C)C=O>[Br:17][C:18]1[C:23]([O:24][CH2:13][C:12]2[CH:15]=[CH:16][C:9]([O:8][CH3:7])=[CH:10][CH:11]=2)=[CH:22][CH:21]=[C:20]([I:25])[N:19]=1 |f:0.1.2|. Procedure: Potassium carbonate (12 g) and 4-methoxybenzyl chloride (8.8 mL) were added to a solution of 2-bromo-6-iodopyridin-3-ol (12 g) in N,N-dimethylformamide (130 mL), and the mixture was stirred at room temperature for six hours. The reaction solution was poured into water, followed by extraction with ethyl acetate. The organic layer was washed with brine, dried over anhydrous magnesium sulfate and filtered. The solvent was then evaporated under reduced pressure. The residue was purified by silica ge... Starting materials: FC(C1NCCNC1)(F)F (2-(trifluoromethyl)piperazine), IC1=CC(=CC=2C=COC21)[N+](=O)[O-] (7-iodo-5-nitro-1-benzofuran), FC(C1NCCNC1)(F)F (2-(trifluoromethyl)piperazine), CC1(C2=C(C(=CC=C2)P(C3=CC=CC=C3)C4=CC=CC=C4)OC5=C(C=CC=C51)P(C6=CC=CC=C6)C7=CC=CC=C7)C (Xantphos), CC(C)([O-])C.[Na+] (sodium tert-butoxide). Reagents/catalysts: C=1C=CC(=CC1)/C=C/C(=O)/C=C/C2=CC=CC=C2.C=1C=CC(=CC1)/C=C/C(=O)/C=C/C2=CC=CC=C2.C=1C=CC(=CC1)/C=C/C(=O)/C=C/C2=CC=CC=C2.[Pd].[Pd] (Pd2 dba3). Run in C=1(C(=CC=CC1)C)C (xylene). Conditions: temperature 100 celsius, time 3 day. Product: [N+](=O)([O-])C=1C=C(C2=C(C=CO2)C1)N1CC(NCC1)C(F)(F)F (1-(5-nitro-1-benzofuran-7-yl)-3-(trifluoromethyl)piperazine). The yield is 444.1%. Reaction SMILES: I[C:2]1[C:10]2[O:9][CH:8]=[CH:7][C:6]=2[CH:5]=[C:4]([N+:11]([O-:13])=[O:12])[CH:3]=1.CC1(C)C2C(=C(P(C3C=CC=CC=3)C3C=CC=CC=3)C=CC=2)OC2C(P(C3C=CC=CC=3)C3C=CC=CC=3)=CC=CC1=2.CC(C)([O-])C.[Na+].[F:62][C:63]([F:71])([F:70])[CH:64]1[CH2:69][NH:68][CH2:67][CH2:66][NH:65]1>C1C=CC(/C=C/C(/C=C/C2C=CC=CC=2)=O)=CC=1.C1C=CC(/C=C/C(/C=C/C2C=CC=CC=2)=O)=CC=1.C1C=CC(/C=C/C(/C=C/C2C=CC=CC=2)=O)=CC=1.[Pd].[Pd].C1(C)C(C)=CC=CC=1>[N+:11]([C:4]1[CH:3]=[C:2]([N:68]2[CH2:67][CH2:66][NH:65][CH:64]([C:63]([F:71])([F:70])[F:62])[CH2:69]2)[C:10]2[O:9][CH:8]=[CH:7][C:6]=2[CH:5]=1)([O-:13])=[O:12] |f:2.3,5.6.7.8.9|. Reported procedure: To 7-iodo-5-nitro-1-benzofuran (231.4 mg, 0.08 mmol) the following was added: Xantphos (92.6 mg, 0.16 mmol), Pd2 dba3 (36.6 mg, 0.04 mmol), sodium tert-butoxide (215.4 mg, 2.24 mmol), 2-(trifluoromethyl)piperazine (148.1 mg, 0.96 mmol; Intermediate 45) and xylene (23 mL). The resulting mixture was stirred at 100° C. for 3 days. Filtration through Celite and purification by flash chromatography, using EtOAc:heptane (1:1) as eluent, furnished 1-(5-nitro-1-benzofuran-7-yl)-3-(trifluoromethyl)pipera... The reactants are ClCCl, COc1ccc2c(c1)CCC1C2CCC2(C)C(=O)CCC12, C[Si](C)(C)OS(=O)(=O)C(F)(F)F. The product is COc1ccc2c(c1)CCC1C2CCC2(C)C(O[Si](C)(C)C)=CCC12. RXN SMILES: [CH2:34]([Cl:35])[Cl:36].[CH3:1][O:2][c:3]1[cH:4][c:5]2[c:18]([cH:19][cH:20]1)[CH:17]1[CH:8]([CH2:7][CH2:6]2)[CH:9]2[CH2:10][CH2:11][C:12](=[O:21])[C:13]2([CH3:14])[CH2:15][CH2:16]1.[CH3:22][Si:23]([CH3:24])([CH3:25])[O:26][S:27]([C:28]([F:29])([F:30])[F:31])(=[O:32])=[O:33]>>[CH3:1][O:2][c:3]1[cH:4][c:5]2[c:18]([cH:19][cH:20]1)[CH:17]1[CH:8]([CH2:7][CH2:6]2)[CH:9]2[CH2:10][CH:11]=[C:12]([O:21][Si:23]([CH3:22])([CH3:24])[CH3:25])[C:13]2([CH3:14])[CH2:15][CH2:16]1. Starting materials: CC(C)(C)c1cc2cc[nH]c2cc1[N+](=O)[O-], CO. The product is CC(C)(C)c1cc2cc[nH]c2cc1N. As a reaction SMILES: [C:1]([CH3:2])([CH3:3])([CH3:4])[c:5]1[cH:6][c:7]2[cH:8][cH:9][nH:10][c:11]2[cH:12][c:13]1[N+:14]([O-:15])=[O:16].[CH3:17][OH:18]>>[C:1]([CH3:2])([CH3:3])([CH3:4])[c:5]1[cH:6][c:7]2[cH:8][cH:9][nH:10][c:11]2[cH:12][c:13]1[NH2:14].